Dataset: the Open Reaction Database (ORD), a public repository of structured organic reaction records. Task: describe an organic reaction: reactants, conditions, products, and yield Reactants: C(C)C1C(=CC2=CC=CC=C12)C(=O)NN (Ethyl indene-2-carboxylic acid hydrazide), C(=S)=S (carbon disulfide), pentasulfide, C(=O)(Cl)Cl (phosgene). Product: O=C1SC(=NN1)C=1CC2=CC=CC=C2C1 (2-(2-oxo-3H-1,3,4-thiadiazole-5-yl)indene). Reaction SMILES: C([CH:3]1[C:11]2[C:6](=[CH:7][CH:8]=[CH:9][CH:10]=2)[CH:5]=[C:4]1[C:12]([NH:14][NH2:15])=O)C.[C:16](Cl)(Cl)=[O:17].C(=S)=[S:21]>>[O:17]=[C:16]1[NH:15][N:14]=[C:12]([C:4]2[CH2:3][C:11]3[C:6]([CH:5]=2)=[CH:7][CH:8]=[CH:9][CH:10]=3)[S:21]1. Procedure: Ethyl indene-2-carboxylic acid hydrazide, (17.4 g., 0.1 mol) in 200 ml. of carbon disulfide was treated with 22 g. (0.1 mol) of phosphorous pentasulfide, and the mixture stirred at reflux for 24 hours. The mixture was extracted with 3 portions of 10% sodium hydroxide solution and the organic phase was dried and concentrated to a solid. The thiohydrazide thus prepared was reacted with phosgene as described in EXAMPLE 4 to give the title product. Reactants: C1CCOC1, CC(C)C[AlH]CC(C)C, [Cl-], COC(=O)c1ccnc(Cl)c1, [NH4+]. The product is OCc1ccnc(Cl)c1. RXN SMILES: [CH2:23]1[O:24][CH2:25][CH2:26][CH2:27]1.[CH3:12][CH:13]([CH2:14][AlH:15][CH2:16][CH:17]([CH3:18])[CH3:19])[CH3:20].[Cl-:21].[Cl:1][c:2]1[n:3][cH:4][cH:5][c:6]([C:8](=[O:9])[O:10][CH3:11])[cH:7]1.[NH4+:22]>>[Cl:1][c:2]1[n:3][cH:4][cH:5][c:6]([CH2:8][OH:9])[cH:7]1. Starting materials: CCO, Cl, CC(C)CCON=O, Nc1ccnn1-c1ccccn1. The product is Nc1c(N=O)cnn1-c1ccccn1. As a reaction SMILES: [CH3:22][CH2:23][OH:24].[ClH:1].[N:14](=[O:15])[O:16][CH2:17][CH2:18][CH:19]([CH3:20])[CH3:21].[n:2]1[c:3](-[n:8]2[n:9][cH:10][cH:11][c:12]2[NH2:13])[cH:4][cH:5][cH:6][cH:7]1>>[n:2]1[c:3](-[n:8]2[n:9][cH:10][c:11]([N:14]=[O:15])[c:12]2[NH2:13])[cH:4][cH:5][cH:6][cH:7]1. Reactants: O=C([O-])[O-], CC(C)CI, COc1cc(C(=O)NCc2ccc(-c3noc(C)n3)cc2NC(=O)C(F)(F)F)cc(OC)c1C, CCOC(C)=O, CO, [K+], [K+], CN(C)C=O, O. Product: COc1cc(C(=O)NCc2ccc(-c3noc(C)n3)cc2NCC(C)C)cc(OC)c1C. RXN SMILES: [C:40](=[O:41])([O-:42])[O-:43].[CH2:35]([CH:36]([CH3:37])[CH3:38])[I:39].[CH3:1][O:2][c:3]1[cH:4][c:5]([C:6](=[O:7])[NH:8][CH2:9][c:10]2[c:11]([NH:22][C:23](=[O:24])[C:25]([F:26])([F:27])[F:28])[cH:12][c:13](-[c:16]3[n:17][o:18][c:19]([CH3:21])[n:20]3)[cH:14][cH:15]2)[cH:29][c:30]([O:33][CH3:34])[c:31]1[CH3:32].[CH3:51][CH2:52][O:53][C:54](=[O:55])[CH3:56].[CH3:57][OH:58].[K+:44].[K+:45].[O:46]=[CH:47][N:48]([CH3:49])[CH3:50].[OH2:59]>>[CH3:1][O:2][c:3]1[cH:4][c:5]([C:6](=[O:7])[NH:8][CH2:9][c:10]2[c:11]([NH:22][CH2:35][CH:36]([CH3:37])[CH3:38])[cH:12][c:13](-[c:16]3[n:17][o:18][c:19]([CH3:21])[n:20]3)[cH:14][cH:15]2)[cH:29][c:30]([O:33][CH3:34])[c:31]1[CH3:32]. The reactants are CCNCCC#N, COc1ccccc1N(CC(=O)O)S(=O)(=O)c1ccccc1C. The product is CCN(CCC#N)C(=O)CN(c1ccccc1OC)S(=O)(=O)c1ccccc1C. Reaction SMILES: [CH2:24]([CH3:25])[NH:26][CH2:27][CH2:28][C:29]#[N:30].[CH3:1][O:2][c:3]1[c:4]([N:9]([S:10](=[O:11])(=[O:12])[c:13]2[c:14]([CH3:19])[cH:15][cH:16][cH:17][cH:18]2)[CH2:20][C:21](=[O:22])[OH:23])[cH:5][cH:6][cH:7][cH:8]1>>[CH3:1][O:2][c:3]1[c:4]([N:9]([S:10](=[O:11])(=[O:12])[c:13]2[c:14]([CH3:19])[cH:15][cH:16][cH:17][cH:18]2)[CH2:20][C:21](=[O:23])[N:26]([CH2:24][CH3:25])[CH2:27][CH2:28][C:29]#[N:30])[cH:5][cH:6][cH:7][cH:8]1. The reactants are CO, COC(=O)C=Cc1cnc(NC2CCN(CCc3cccc(F)c3)C2)cn1. Product: O=C(O)C=Cc1cnc(NC2CCN(CCc3cccc(F)c3)C2)cn1. As a reaction SMILES: [CH3:28][OH:29].[F:1][c:2]1[cH:3][c:4]([CH2:8][CH2:9][N:10]2[CH2:11][CH:12]([NH:15][c:16]3[n:17][cH:18][c:19]([CH:22]=[CH:23][C:24](=[O:25])[O:26][CH3:27])[n:20][cH:21]3)[CH2:13][CH2:14]2)[cH:5][cH:6][cH:7]1>>[F:1][c:2]1[cH:3][c:4]([CH2:8][CH2:9][N:10]2[CH2:11][CH:12]([NH:15][c:16]3[n:17][cH:18][c:19]([CH:22]=[CH:23][C:24](=[O:25])[OH:26])[n:20][cH:21]3)[CH2:13][CH2:14]2)[cH:5][cH:6][cH:7]1. Starting materials: O (water), [Br-].C1(C=2C(C(N1CCC[P+](C1=CC=CC=C1)(C1=CC=CC=C1)C1=CC=CC=C1)=O)=CC=CC2)=O (3-phthalimidopropyltriphenylphosphonium bromide), ClC=1C=C(C=O)C=CC1 (3-chlorobenzaldehyde), CC(C)([O-])C.[K+] (Potassium tert-butoxide). Solvent: O1CCCC1 (tetrahydrofuran). Run at temperature -78 celsius, time 20 minute. Product: ClC=1C=C(C=CC1)\C=C/CCN1C(C=2C(C1=O)=CC=CC2)=O (cis-N-[4-(3-chlorophenyl)-but-3-enyl]-phthalimide). The yield is 64.3%. RXN SMILES: [Br-].[C:2]1(=[O:34])[N:6]([CH2:7][CH2:8][CH2:9][P+](C2C=CC=CC=2)(C2C=CC=CC=2)C2C=CC=CC=2)[C:5](=[O:29])[C:4]2=[CH:30][CH:31]=[CH:32][CH:33]=[C:3]12.[Cl:35][C:36]1[CH:37]=[C:38]([CH:41]=[CH:42][CH:43]=1)[CH:39]=O.CC(C)([O-])C.[K+].O>O1CCCC1>[Cl:35][C:36]1[CH:37]=[C:38](/[CH:39]=[CH:9]\[CH2:8][CH2:7][N:6]2[C:2](=[O:34])[C:3]3=[CH:33][CH:32]=[CH:31][CH:30]=[C:4]3[C:5]2=[O:29])[CH:41]=[CH:42][CH:43]=1 |f:0.1,3.4|. Procedure: A mixture of 3-phthalimidopropyltriphenylphosphonium bromide (15.1 g) and 3-chlorobenzaldehyde (4.0 g, Aldrich, U.S.A.) in tetrahydrofuran (150 mL) was cooled to −78° C. in a dry ice/acetone bath. Potassium tert-butoxide (3.2 g) was added and the mixture was stirred for 20 min, then allowed to warm to 0° C. After four hours, the solution was poured into 200 mL water and extracted three times with ethyl acetate. The combined ethyl acetate layers were dried over sodium sulfate, and reduced in vacu...